Dataset: the Open Reaction Database (ORD), a public repository of structured organic reaction records. Task: describe an organic reaction: reactants, conditions, products, and yield Yield: 95.3%. The solvent is Br (hydrobromic acid). Reported procedure: (R)-1-(1-(4-Bromophenyl)ethyl)-4-tosylpiperazine (4.44 g, 10.49 mmol) and 4-hydroxybenzoic acid (4.35 g, 31.46 mmol) in hydrobromic acid (33% in AcOH, 40 mL,) were stirred at room temperature for 48 hours. Water (40 mL) was then added to the dark mixture and stirring continued for a further 2 hours to give a beige solid, which was filtered off and washed with water (10 mL). The combined filtrate and washings were washed with toluene (3×50 mL) then cooled to 5° C. and basified to pH>10 with 40% N... Starting materials: BrC1=CC=C(C=C1)[C@@H](C)N1CCN(CC1)S(=O)(=O)C1=CC=C(C)C=C1 ((R)-1-(1-(4-Bromophenyl)ethyl)-4-tosylpiperazine), OC1=CC=C(C(=O)O)C=C1 (4-hydroxybenzoic acid), O (Water). Product: BrC1=CC=C(C=C1)[C@@H](C)N1CCNCC1 ((R)-1-[1-(4-bromophenyl)ethyl]piperazine). Run at temperature 5 celsius, time 2 hour. As a reaction SMILES: [Br:1][C:2]1[CH:7]=[CH:6][C:5]([C@H:8]([N:10]2[CH2:15][CH2:14][N:13](S(C3C=CC(C)=CC=3)(=O)=O)[CH2:12][CH2:11]2)[CH3:9])=[CH:4][CH:3]=1.OC1C=CC(C(O)=O)=CC=1.O>Br>[Br:1][C:2]1[CH:7]=[CH:6][C:5]([C@H:8]([N:10]2[CH2:11][CH2:12][NH:13][CH2:14][CH2:15]2)[CH3:9])=[CH:4][CH:3]=1. Run at time 1 hour. Reaction SMILES: N1CCCC[CH2:2]1.C(O[C:10](=O)[CH2:11][N:12]([C:14](=[O:16])C)C)C.[CH3:18][N:19]([CH3:22])[CH:20]=[O:21]>>[CH3:18][N:19]1[CH2:22][C:14](=[O:16])[NH:12][C:11]([CH3:10])([CH3:2])[C:20]1=[O:21]. Yields the product CN1C(C(NC(C1)=O)(C)C)=O (1,3,3-Trimethylpiperazine-2,5-dione). Reactants: resultant mixture, N1CCCCC1 (Piperidine), α,α-dimethyl-(9H-fluoren-9-ylmethoxy)carbamino, C(C)OC(CN(C)C(C)=O)=O (acetylsarcosine ethyl ester), CN(C=O)C (N,N-dimethylformamide), CN(C=O)C (N,N-Dimethylformamide). Isolated yield 59.0%. Procedure: Piperidine (867 mL) was added to N-[(α,α-dimethyl-(9H-fluoren-9-ylmethoxy)carbamino] acetylsarcosine ethyl ester (743 mg) in N,N-dimethylformamide (20 mL), followed by stirring at room temperature for 1 hour. N,N-Dimethylformamide (60 mL) was added thereto. The resultant mixture was stirred at 80° C. for 14 hours, and cooled in air. The reaction solvent was evaporated under reduced pressure, and the residue was dissolved in ethyl acetate, and then to the resultant solution, hexane was added. The... Starting materials: COc1nc(C)cnc1N(C(=O)OCC(C)C)S(=O)(=O)c1ccccc1I, Cc1ccccc1, CCO, [Na+], [Na+], O=C([O-])[O-], O, c1ccc(P(c2ccccc2)(c2ccccc2)[Pd](P(c2ccccc2)(c2ccccc2)c2ccccc2)(P(c2ccccc2)(c2ccccc2)c2ccccc2)P(c2ccccc2)(c2ccccc2)c2ccccc2)cc1. The product is COc1nc(C)cnc1N(C(=O)OCC(C)C)S(=O)(=O)c1ccccc1-c1ccc(C)cc1. As a reaction SMILES: [CH2:1]([CH:2]([CH3:3])[CH3:4])[O:5][C:6](=[O:7])[N:8]([S:9](=[O:10])(=[O:11])[c:12]1[c:13]([I:18])[cH:14][cH:15][cH:16][cH:17]1)[c:19]1[n:20][cH:21][c:22]([CH3:27])[n:23][c:24]1[O:25][CH3:26].[CH3:28][c:29]1[cH:30][cH:31][cH:32][cH:33][cH:34]1.[CH3:35][CH2:36][OH:37].[Na+:38].[Na+:39].[O-:40][C:41](=[O:42])[O-:43].[OH2:121].[cH:44]1[cH:45][cH:46][c:47]([P:48]([Pd:49]([P:50]([c:51]2[cH:52][cH:53][cH:54][cH:55][cH:56]2)([c:57]2[cH:58][cH:59][cH:60][cH:61][cH:62]2)[c:63]2[cH:64][cH:65][cH:66][cH:67][cH:68]2)([P:69]([c:70]2[cH:71][cH:72][cH:73][cH:74][cH:75]2)([c:76]2[cH:77][cH:78][cH:79][cH:80][cH:81]2)[c:82]2[cH:83][cH:84][cH:85][cH:86][cH:87]2)[P:88]([c:89]2[cH:90][cH:91][cH:92][cH:93][cH:94]2)([c:95]2[cH:96][cH:97][cH:98][cH:99][cH:100]2)[c:101]2[cH:102][cH:103][cH:104][cH:105][cH:106]2)([c:107]2[cH:108][cH:109][cH:110][cH:111][cH:112]2)[c:113]2[cH:114][cH:115][cH:116][cH:117][cH:118]2)[cH:119][cH:120]1>>[CH2:1]([CH:2]([CH3:3])[CH3:4])[O:5][C:6](=[O:7])[N:8]([S:9](=[O:10])(=[O:11])[c:12]1[c:13](-[c:32]2[cH:31][cH:30][c:29]([CH3:28])[cH:34][cH:33]2)[cH:14][cH:15][cH:16][cH:17]1)[c:19]1[n:20][cH:21][c:22]([CH3:27])[n:23][c:24]1[O:25][CH3:26].